From a dataset of the Open Reaction Database (ORD), a public repository of structured organic reaction records. describe an organic reaction: reactants, conditions, products, and yield Starting materials: C(C)C1(C(N(CCCC1)CCNC(=O)N)=O)C1=CC(=CC=C1)OC ({2-[3-ethyl-3-(3-methoxy-phenyl)-2-oxo-azepan-1-yl]-ethyl}-urea), B(Br)(Br)Br (BBr3). The solvent is C(Cl)Cl (CH2Cl2). Run at temperature 25 celsius, time 1 hour. Yields the product C(C)C1(C(N(CCCC1)CCNC(=O)N)=O)C1=CC(=CC=C1)O ({2-[3-ethyl-3-(3-hydroxy-phenyl)-2-oxo-azepan-1-yl]-ethyl}-urea). RXN SMILES: [CH2:1]([C:3]1([C:17]2[CH:22]=[CH:21][CH:20]=[C:19]([O:23]C)[CH:18]=2)[CH2:9][CH2:8][CH2:7][CH2:6][N:5]([CH2:10][CH2:11][NH:12][C:13]([NH2:15])=[O:14])[C:4]1=[O:16])[CH3:2].B(Br)(Br)Br>C(Cl)Cl>[CH2:1]([C:3]1([C:17]2[CH:22]=[CH:21][CH:20]=[C:19]([OH:23])[CH:18]=2)[CH2:9][CH2:8][CH2:7][CH2:6][N:5]([CH2:10][CH2:11][NH:12][C:13]([NH2:15])=[O:14])[C:4]1=[O:16])[CH3:2]. Procedure: To a solution of {2-[3-ethyl-3-(3-methoxy-phenyl)-2-oxo-azepan-1-yl]-ethyl}-urea (as described above in Step B) (0.14 g, 0.421 mmol) in CH2Cl2 (10 mL) at −78° C. was added BBr3 (1M, 0.842 mL, 0.842 rnmol). After stirring for 1 hr at 25° C. the reaction was quenched with H2O and partitioned with EtOAc and 10% HCl. The organic layer was washed with brine and dried (MgSO4), and the solvent removed in vacuo to obtain the title compound. Reactants: C(C)(=O)NC1=CC=C(N)C=C1 (p-acetamidoaniline), N(=O)[O-].[Na+] (sodium nitrite), Cl (hydrochloric acid), ice, CC=1C=C(N(CCO)CCO)C=CC1 (3-methyl-N,N-bis(β-hydroxyethyl)aniline), Cl (hydrochloric acid), N (ammonia). Run in O (water), O (water), O (water). Run at time 30 minute. The product is C(C)(=O)NC1=CC=C(C=C1)C=1C(=C(C=CC1N(CCO)CCO)N=NC1=CC=CC=C1)C (4-acetamido-2'-methyl-4'-[N,N-bis(β-hydroxyethyl)amino]phenylazobenzene). Reaction SMILES: [C:1]([NH:4][C:5]1[CH:11]=[CH:10][C:8](N)=[CH:7][CH:6]=1)(=[O:3])[CH3:2].Cl.N([O-])=O.[Na+].[CH3:17][C:18]1[CH:19]=[C:20]([CH:28]=[CH:29][CH:30]=1)[N:21]([CH2:25][CH2:26][OH:27])[CH2:22][CH2:23][OH:24].[NH3:31]>O>[C:1]([NH:4][C:5]1[CH:11]=[CH:10][C:8]([C:19]2[C:18]([CH3:17])=[C:30]([N:31]=[N:4][C:5]3[CH:11]=[CH:10][CH:8]=[CH:7][CH:6]=3)[CH:29]=[CH:28][C:20]=2[N:21]([CH2:25][CH2:26][OH:27])[CH2:22][CH2:23][OH:24])=[CH:7][CH:6]=1)(=[O:3])[CH3:2] |f:2.3|. Reported procedure: 0.2 mol (30 g) of p-acetamidoaniline, followed by 34 ml of concentrated hydrochloric acid, are added to 100 ml of water containing 300 g of crushed ice. A solution of 15.2 g of sodium nitrite in 30 ml of water is added to the suspension. The solution obtained in this way is added, after being filtered, to an ice-cold solution of 0.2 mol (39 g) of 3-methyl-N,N-bis(β-hydroxyethyl)aniline in 160 g of water containing 34 ml of concentrated hydrochloric acid. After 30 minutes stirring and making alka... The reactants are FC=1C=CC(=NC1)[C@@H](C)NS(=O)C(C)(C)C (N-[(1R)-1-(5-fluoropyridin-2-yl)ethyl]-2-methylpropane-2-sulfinamide), Cl (hydrogen chloride). Run in CO (methyl alcohol). Run at time 30 minute. As a reaction SMILES: [F:1][C:2]1[CH:3]=[CH:4][C:5]([C@H:8]([NH:10]S(C(C)(C)C)=O)[CH3:9])=[N:6][CH:7]=1.Cl>CO>[F:1][C:2]1[CH:3]=[CH:4][C:5]([C@H:8]([NH2:10])[CH3:9])=[N:6][CH:7]=1. The product is hydrochloride salt, FC=1C=CC(=NC1)[C@@H](C)N ((1R)-1-(5-Fluoropyridin-2-yl)ethanamine). Procedure details: To a solution of N-[(1R)-1-(5-fluoropyridin-2-yl)ethyl]-2-methylpropane-2-sulfinamide (34.3 g, 140 mmol) in methyl alcohol (700 mL) at 0 was added hydrogen chloride (4.0 M in dioxane; 105 mL, 421 mmol). After 30 min, the mixture was concentrated to dryness. The residue was recrytalized using ethyl alcohol (15 mL) and ether (40 mL). The white solid was filtered and dried under reduced pressure to give the hydrochloride salt of the title compound. MS 141.1 (M+1).